Dataset: the Open Reaction Database (ORD), a public repository of structured organic reaction records. Task: describe an organic reaction: reactants, conditions, products, and yield The reactants are [BH4-], CO, O=Cc1nccn1CCCCc1ccc(OCc2coc(C=Cc3ccc(C(F)(F)F)cc3)n2)cc1, [Na+], O. The product is OCc1nccn1CCCCc1ccc(OCc2coc(C=Cc3ccc(C(F)(F)F)cc3)n2)cc1. As a reaction SMILES: [BH4-:1].[CH3:40][OH:41].[F:3][C:4]([c:5]1[cH:6][cH:7][c:8]([CH:11]=[CH:12][c:13]2[o:14][cH:15][c:16]([CH2:18][O:19][c:20]3[cH:21][cH:22][c:23]([CH2:26][CH2:27][CH2:28][CH2:29][n:30]4[c:31]([CH:35]=[O:36])[n:32][cH:33][cH:34]4)[cH:24][cH:25]3)[n:17]2)[cH:9][cH:10]1)([F:37])[F:38].[Na+:2].[OH2:39]>>[F:3][C:4]([c:5]1[cH:6][cH:7][c:8]([CH:11]=[CH:12][c:13]2[o:14][cH:15][c:16]([CH2:18][O:19][c:20]3[cH:21][cH:22][c:23]([CH2:26][CH2:27][CH2:28][CH2:29][n:30]4[c:31]([CH2:35][OH:36])[n:32][cH:33][cH:34]4)[cH:24][cH:25]3)[n:17]2)[cH:9][cH:10]1)([F:37])[F:38]. Reactants: N1C(CCC1)=O (2-pyrolidinone), C(=O)([O-])[O-].[Cs+].[Cs+] (Cs2CO3), trans-1,2-hexanediamine, O1CCOCC1 (dioxane), methyl ester, IC1=CC=C(C=C1)N1C(N(CC1)C=1C=C(C(=O)O)C=CC1)=O (3-[3-(4-iodophenyl)-2-oxo-imidazolidin-1-yl]benzoic acid). The reagents and catalysts are [Cu]I (CuI). Run in O (water). Conditions: temperature 110 celsius, time 12 hour. Product: COC(C1=CC(=CC=C1)N1C(N(CC1)C1=CC=C(C=C1)N1C(CCC1)=O)=O)=O (3-{2-oxo-3-[4-(2-oxo-pyrrolidin-1-yl)phenyl]imidazolidin-1-yl}benzoic acid methyl ester). RXN SMILES: I[C:2]1[CH:7]=[CH:6][C:5]([N:8]2[CH2:12][CH2:11][N:10]([C:13]3[CH:14]=[C:15]([CH:19]=[CH:20][CH:21]=3)[C:16]([OH:18])=[O:17])[C:9]2=[O:22])=[CH:4][CH:3]=1.[NH:23]1[CH2:27][CH2:26][CH2:25][C:24]1=[O:28].[C:29]([O-])([O-])=O.[Cs+].[Cs+].O1CCOCC1>O.[Cu]I>[CH3:29][O:18][C:16](=[O:17])[C:15]1[CH:19]=[CH:20][CH:21]=[C:13]([N:10]2[CH2:11][CH2:12][N:8]([C:5]3[CH:6]=[CH:7][C:2]([N:23]4[CH2:27][CH2:26][CH2:25][C:24]4=[O:28])=[CH:3][CH:4]=3)[C:9]2=[O:22])[CH:14]=1 |f:2.3.4|. Reported procedure: The methyl ester of 3-[3-(4-iodophenyl)-2-oxo-imidazolidin-1-yl]benzoic acid (0.42 g, 1.0 mmol) prepared as in Example 13 was mixed with 2-pyrolidinone (0.10 g, 0.09 mL, 1.2 mmol), CuI (0.02 g, 0.10 mmol), Cs2CO3 (0.65 g, 2.0 mmol), trans-1,2-hexanediamine (0.01 g, 0.01 mL, 0.1 mmol) and dioxane (5 mL). The mixture was heated at 110° C. with stirring for 12 h under nitrogen. After cooling to room temperature, the mixture was diluted with water (10 mL) and extracted with dichloromethane (10 mL×3)... Reaction SMILES: [BH4-:17].[CH2:1]([c:2]1[cH:3][cH:4][cH:5][cH:6][cH:7]1)[O:8][CH:9]1[CH2:10][CH:11]([CH2:14][CH:15]=[O:16])[O:12][CH2:13]1.[CH3:19][OH:20].[Na+:18]>>[CH2:1]([c:2]1[cH:3][cH:4][cH:5][cH:6][cH:7]1)[O:8][CH:9]1[CH2:10][CH:11]([CH2:14][CH2:15][OH:16])[O:12][CH2:13]1. The reactants are [BH4-], O=CCC1CC(OCc2ccccc2)CO1, CO, [Na+]. Product: OCCC1CC(OCc2ccccc2)CO1. Reactants: ClCCCBr, CS(C)=O, CC1CN(Cc2ccc(Cl)cc2)C(C)CN1, [K+], [OH-], O. Yields the product CC1CN(Cc2ccc(Cl)cc2)C(C)CN1CCCCl. RXN SMILES: [Br:1][CH2:2][CH2:3][CH2:4][Cl:5].[CH3:24][S:25](=[O:26])[CH3:27].[Cl:6][c:7]1[cH:8][cH:9][c:10]([CH2:11][N:12]2[CH:13]([CH3:19])[CH2:14][NH:15][CH:16]([CH3:18])[CH2:17]2)[cH:20][cH:21]1.[K+:23].[OH-:22].[OH2:28]>>[CH2:2]([CH2:3][CH2:4][Cl:5])[N:15]1[CH2:14][CH:13]([CH3:19])[N:12]([CH2:11][c:10]2[cH:9][cH:8][c:7]([Cl:6])[cH:21][cH:20]2)[CH2:17][CH:16]1[CH3:18]. The reactants are C1COCCN1, CC(C)(C)[O-], CC(C)(C)O, ClCC1CO1, [K+], C1CCOC1. Yields the product C1CN(CC2CO2)CCO1. As a reaction SMILES: [CH2:1]1[CH2:2][O:3][CH2:4][CH2:5][NH:6]1.[CH3:12][C:13]([CH3:14])([O-:15])[CH3:16].[CH3:23][C:24]([OH:25])([CH3:26])[CH3:27].[Cl:7][CH2:8][CH:9]1[CH2:10][O:11]1.[K+:17].[O:18]1[CH2:19][CH2:20][CH2:21][CH2:22]1>>[CH2:1]1[CH2:2][O:3][CH2:4][CH2:5][N:6]1[CH2:8][CH:9]1[CH2:10][O:11]1. Reactants: [Al+3], CCOCC, COC(=O)C=C(C)CCC=C(C)C, [H-], [H-], [H-], [H-], [Li+], [Na+], C1CCOC1, [OH-], O, O, O=S(=O)(O)O. Yields the product CC(C)=CCCC(C)=CCO. Reaction SMILES: [Al+3:2].[CH2:34]([O:35][CH2:36][CH3:37])[CH3:38].[CH3:12][C:13](=[CH:14][C:15](=[O:16])[O:17][CH3:18])[CH2:19][CH2:20][CH:21]=[C:22]([CH3:23])[CH3:24].[H-:1].[H-:4].[H-:5].[H-:6].[Li+:3].[Na+:27].[O:28]1[CH2:29][CH2:30][CH2:31][CH2:32]1.[OH-:26].[OH2:25].[OH2:33].[S:7](=[O:8])(=[O:9])([OH:10])[OH:11]>>[CH3:12][C:13](=[CH:14][CH2:15][OH:16])[CH2:19][CH2:20][CH:21]=[C:22]([CH3:23])[CH3:24].